From a dataset of the Open Reaction Database (ORD), a public repository of structured organic reaction records. describe an organic reaction: reactants, conditions, products, and yield Starting materials: CN(C)c1ccncc1, CCO, FC(F)(F)c1ccc2c(Cl)ccnc2c1, Nc1ccc(S)cc1. Product: Nc1ccc(Sc2ccnc3cc(C(F)(F)F)ccc23)cc1. As a reaction SMILES: [CH3:24][N:25]([CH3:26])[c:27]1[cH:28][cH:29][n:30][cH:31][cH:32]1.[CH3:33][CH2:34][OH:35].[Cl:1][c:2]1[cH:3][cH:4][n:5][c:6]2[cH:7][c:8]([C:12]([F:13])([F:14])[F:15])[cH:9][cH:10][c:11]12.[NH2:16][c:17]1[cH:18][cH:19][c:20]([SH:23])[cH:21][cH:22]1>>[c:2]1([S:23][c:20]2[cH:19][cH:18][c:17]([NH2:16])[cH:22][cH:21]2)[cH:3][cH:4][n:5][c:6]2[cH:7][c:8]([C:12]([F:13])([F:14])[F:15])[cH:9][cH:10][c:11]12. The reactants are [BH3-]C#N, CC(=O)[O-], CO, Cl, [NH4+], [Na+], CC(CC=O)c1ccccc1. The product is CC(CCN)c1ccccc1. Reaction SMILES: [C:17](#[N:18])[BH3-:19].[CH3:13][C:14](=[O:15])[O-:16].[CH3:22][OH:23].[ClH:21].[NH4+:12].[Na+:20].[c:1]1([CH:7]([CH2:8][CH:9]=[O:10])[CH3:11])[cH:2][cH:3][cH:4][cH:5][cH:6]1>>[c:1]1([CH:7]([CH2:8][CH2:9][NH2:18])[CH3:11])[cH:2][cH:3][cH:4][cH:5][cH:6]1. Reactants: COc1ccc(OB(O)O)cc1, Cc1ccccc1, COc1ccc(CNc2nnc(Cl)c3ccc(C#N)cc23)cc1Cl, [Na+], [Na+], O=C([O-])[O-], C1CCOC1, c1ccc(P(c2ccccc2)(c2ccccc2)[Pd](P(c2ccccc2)(c2ccccc2)c2ccccc2)(P(c2ccccc2)(c2ccccc2)c2ccccc2)P(c2ccccc2)(c2ccccc2)c2ccccc2)cc1. The product is Cl, COc1ccc(-c2nnc(NCc3ccc(OC)c(Cl)c3)c3cc(C#N)ccc23)cc1. Reaction SMILES: [CH3:25][O:26][c:27]1[cH:28][cH:29][c:30]([O:33][B:34]([OH:35])[OH:36])[cH:31][cH:32]1.[CH3:37][c:38]1[cH:39][cH:40][cH:41][cH:42][cH:43]1.[Cl:1][c:2]1[n:3][n:4][c:5]([NH:14][CH2:15][c:16]2[cH:17][c:18]([Cl:24])[c:19]([O:22][CH3:23])[cH:20][cH:21]2)[c:6]2[cH:7][c:8]([C:12]#[N:13])[cH:9][cH:10][c:11]12.[Na+:44].[Na+:45].[O-:46][C:47](=[O:48])[O-:49].[O:127]1[CH2:128][CH2:129][CH2:130][CH2:131]1.[cH:50]1[cH:51][cH:52][c:53]([P:54]([Pd:55]([P:56]([c:57]2[cH:58][cH:59][cH:60][cH:61][cH:62]2)([c:63]2[cH:64][cH:65][cH:66][cH:67][cH:68]2)[c:69]2[cH:70][cH:71][cH:72][cH:73][cH:74]2)([P:75]([c:76]2[cH:77][cH:78][cH:79][cH:80][cH:81]2)([c:82]2[cH:83][cH:84][cH:85][cH:86][cH:87]2)[c:88]2[cH:89][cH:90][cH:91][cH:92][cH:93]2)[P:94]([c:95]2[cH:96][cH:97][cH:98][cH:99][cH:100]2)([c:101]2[cH:102][cH:103][cH:104][cH:105][cH:106]2)[c:107]2[cH:108][cH:109][cH:110][cH:111][cH:112]2)([c:113]2[cH:114][cH:115][cH:116][cH:117][cH:118]2)[c:119]2[cH:120][cH:121][cH:122][cH:123][cH:124]2)[cH:125][cH:126]1>>[ClH:1].[c:2]1(-[c:30]2[cH:29][cH:28][c:27]([O:26][CH3:25])[cH:32][cH:31]2)[n:3][n:4][c:5]([NH:14][CH2:15][c:16]2[cH:17][c:18]([Cl:24])[c:19]([O:22][CH3:23])[cH:20][cH:21]2)[c:6]2[cH:7][c:8]([C:12]#[N:13])[cH:9][cH:10][c:11]12. Reactants: [K].CC(C)([O-])C (potassium tert.-butoxide), [K].CC(C)([O-])C (potassium tert.-butoxide), C(C)(=O)OCC (ethyl acetate), C1(=CC=CC=C1)S(=O)(=O)CCN1C2=CC=CC=C2C=2C=C(C=CC12)[N+](=O)[O-] (9-(2-phenylsulphonyl-ethyl)-3-nitro-9H-carbazole), [K].CC(C)([O-])C (potassium tert.-butoxide), Cl (hydrochloric acid). The solvent is O1CCCC1 (tetrahydrofuran). Reaction conditions: time 2 hour. Yields the product [N+](=O)([O-])C=1C=CC=2NC3=CC=CC=C3C2C1 (3-nitro-9H-carbazole). Reaction SMILES: C1(S(CC[N:12]2[C:24]3[CH:23]=[CH:22][C:21]([N+:25]([O-:27])=[O:26])=[CH:20][C:19]=3[C:18]3[C:13]2=[CH:14][CH:15]=[CH:16][CH:17]=3)(=O)=O)C=CC=CC=1.[K].CC(C)([O-])C.C(OCC)(=O)C.Cl>O1CCCC1>[N+:25]([C:21]1[CH:22]=[CH:23][C:24]2[NH:12][C:13]3[C:18]([C:19]=2[CH:20]=1)=[CH:17][CH:16]=[CH:15][CH:14]=3)([O-:27])=[O:26] |f:1.2,^1:27|. Reported procedure: 2.2 g 9-(2-phenylsulphonyl-ethyl)-3-nitro-9H-carbazole are dissolved in 40 ml of tetrahydrofuran, combined with 700 mg potassium-tert.-butoxide and stirred for 2 hours at ambient temperature. A further 100 mg potassium-tert.-butoxide are added and the mixture is stirred for 4 hours at ambient temperature. Then another 100 mg potassium-tert.-butoxide are added. The mixture is heated for 2 hours to 50° C., divided between ethyl acetate and 1 N hydrochloric acid, the organic phase is washed with sa... Solvent: CC(OCC)=O (EA). The reactants are FC(C(=O)NC=1N=C2N(C=C(C=C2)C(C2=CC=CC=C2)=O)C1C1=C(C(=C(C(=C1F)F)F)F)F)(F)F (2-trifluoroacetamido-3-(2,3,4,5,6-pentafluorophenyl)-6-benzoyl-imidazo[1,2-a]pyridine). As a reaction SMILES: FC(F)(F)C([NH:5][C:6]1[N:7]=[C:8]2[CH:13]=[CH:12][C:11]([C:14](=[O:21])[C:15]3[CH:20]=[CH:19][CH:18]=[CH:17][CH:16]=3)=[CH:10][N:9]2[C:22]=1[C:23]1[C:28]([F:29])=[C:27]([F:30])[C:26]([F:31])=[C:25]([F:32])[C:24]=1[F:33])=O>CC(=O)OCC>[NH2:5][C:6]1[N:7]=[C:8]2[CH:13]=[CH:12][C:11]([C:14](=[O:21])[C:15]3[CH:16]=[CH:17][CH:18]=[CH:19][CH:20]=3)=[CH:10][N:9]2[C:22]=1[C:23]1[C:24]([F:33])=[C:25]([F:32])[C:26]([F:31])=[C:27]([F:30])[C:28]=1[F:29]. The product is NC=1N=C2N(C=C(C=C2)C(C2=CC=CC=C2)=O)C1C1=C(C(=C(C(=C1F)F)F)F)F (2-Amino-3-(2,3,4,5,6-pentafluorophenyl)-6-benzoyl-imidazo[1,2-a]pyridine). Procedure details: The 2-trifluoroacetamido-3-(2,3,4,5,6-pentafluorophenyl)-6-benzoyl-imidazo[1,2-a]pyridine (5.03 g, 10.1 mmol) was converted to product in a manner substantially analogous to Example 67 to yield 3.79 g. (93.3%). EA, MS(FD). Reactants: CCCCCCCC1C=CCC1, CCOC(CC)CCCCC1CCC2C1C(=O)C2(Cl)Cl, O=C(Cl)C(Cl)(Cl)Cl, [Cu], O=P(Cl)(Cl)Cl, [Zn]. The product is CCCCCCCC1CCC2C1C(=O)C2(Cl)Cl. RXN SMILES: [CH2:21]([CH:22]1[CH2:23][CH2:24][CH:25]=[CH:26]1)[CH2:27][CH2:28][CH2:29][CH2:30][CH2:31][CH3:32].[Cl:1][C:2]1([Cl:20])[C:3](=[O:19])[CH:4]2[CH:5]([CH2:9][CH2:10][CH2:11][CH2:12][CH:13]([CH2:14][CH3:15])[O:16][CH2:17][CH3:18])[CH2:6][CH2:7][CH:8]12.[Cl:33][C:34]([Cl:35])([Cl:36])[C:37]([Cl:38])=[O:39].[Cu:45].[P:40]([Cl:41])([Cl:42])([Cl:43])=[O:44].[Zn:46]>>[Cl:1][C:2]1([Cl:20])[C:3](=[O:19])[CH:4]2[CH:5]([CH2:9][CH2:10][CH2:11][CH2:12][CH2:13][CH2:14][CH3:15])[CH2:6][CH2:7][CH:8]12.